From a dataset of the Open Reaction Database (ORD), a public repository of structured organic reaction records. describe an organic reaction: reactants, conditions, products, and yield Reactants: C(C1=CC=CC=C1)NC1=NC=C(C=C1)[N+](=O)[O-] (2-benzylamino-5-nitropyridine). The reagents and catalysts are [Pd] (Pd/C). Solvent: C(C)O (ethanol). Run at time 3 hour. The product is C(C1=CC=CC=C1)NC1=NC=C(C=C1)N (2-benzylamino-5-aminopyridine). Isolated yield 100.2%. RXN SMILES: [CH2:1]([NH:8][C:9]1[CH:14]=[CH:13][C:12]([N+:15]([O-])=O)=[CH:11][N:10]=1)[C:2]1[CH:7]=[CH:6][CH:5]=[CH:4][CH:3]=1>C(O)C.[Pd]>[CH2:1]([NH:8][C:9]1[CH:14]=[CH:13][C:12]([NH2:15])=[CH:11][N:10]=1)[C:2]1[CH:3]=[CH:4][CH:5]=[CH:6][CH:7]=1. Procedure details: A mixture of 2-benzylamino-5-nitropyridine (2.02 g) and 10% Pd/C (202 mg) in ethanol (20 mL) was placed in a Paar bottle and shaken under hydrogen (50 PSI) for 3 h. The mixture was filtered through Celite using dichloromethane and concentrated in vacuo to afford 1.76 g of 2-benzylamino-5-aminopyridine as a burgundy oil. As a reaction SMILES: CC1(C)C(C)(C)OB([C:9]2[CH:10]=[C:11]3[NH:17][CH:16]=[CH:15][C:12]3=[N:13][CH:14]=2)O1.[NH2:19][C:20]1[C:29]2[C:24](=[C:25](Br)[C:26]([CH3:30])=[CH:27][CH:28]=2)[N:23]=[N:22][C:21]=1[C:32]([NH2:34])=[O:33]>>[NH2:19][C:20]1[C:29]2[C:24](=[C:25]([C:9]3[CH:10]=[C:11]4[NH:17][CH:16]=[CH:15][C:12]4=[N:13][CH:14]=3)[C:26]([CH3:30])=[CH:27][CH:28]=2)[N:23]=[N:22][C:21]=1[C:32]([NH2:34])=[O:33]. The product is NC1=C(N=NC2=C(C(=CC=C12)C)C=1C=C2C(=NC1)C=CN2)C(=O)N (4-amino-7-methyl-8-(1H-pyrrolo[3,2-b]pyridin-6-yl)cinnoline-3-carboxamide). The reactants are CC1(OB(OC1(C)C)C=1C=C2C(=NC1)C=CN2)C (6-(4,4,5,5-tetramethyl-1,3,2-dioxaborolan-2-yl)-1H-pyrrolo[3,2-b]pyridine), NC1=C(N=NC2=C(C(=CC=C12)C)Br)C(=O)N (4-amino-8-bromo-7-methylcinnoline-3-carboxamide). Reported procedure: The title compound was prepared in a manner similar to EXAMPLE 1 using 6-(4,4,5,5-tetramethyl-1,3,2-dioxaborolan-2-yl)-1H-pyrrolo[3,2-b]pyridine and 4-amino-8-bromo-7-methylcinnoline-3-carboxamide. 1H NMR (400 MHz, DMSO-d6) δ ppm 2.40 (s, 3H), 6.84 (br s, 1 H), 6.93 (br s, 1 H), 7.85 (d, J=8.59 Hz, 1 H), 8.15 (br s, 1 H), 8.27-8.30 (m, 1 H), 8.35 (s, 1 H), 8.54 (d, J=8.59 Hz, 1 H), 8.58 (s, 1 H), 8.71 (br s, 1 H), 8.76 (s, 1 H); ESI-MS m/z [M+H]+ 319.2. Reactants: CC(=O)n1nc(S(=O)(=O)Cl)nc1N, Nc1c(Cl)cccc1Cl, c1ccncc1. The product is CC(=O)n1nc(S(=O)(=O)Nc2c(Cl)cccc2Cl)nc1N. Reaction SMILES: [C:10]([CH3:11])(=[O:12])[n:13]1[n:14][c:15]([S:19](=[O:20])(=[O:21])[Cl:22])[n:16][c:17]1[NH2:18].[NH2:1][c:2]1[c:3]([Cl:4])[cH:5][cH:6][cH:7][c:8]1[Cl:9].[cH:23]1[cH:24][cH:25][n:26][cH:27][cH:28]1>>[NH:1]([c:2]1[c:3]([Cl:4])[cH:5][cH:6][cH:7][c:8]1[Cl:9])[S:19]([c:15]1[n:14][n:13]([C:10]([CH3:11])=[O:12])[c:17]([NH2:18])[n:16]1)(=[O:20])=[O:21]. Starting materials: C(C1=CC=CC=C1)(=O)C1=CC(=C2N1CCC2C(=O)O)C(=O)O (5-benzoyl-7-hydroxycarbonyl-1,2-dihydro-3H-pyrrolo[1,2-a]pyrrole-1-caboxylic acid), FC(C(=O)O)(F)F (trifluoroacetic acid). The product is C(C1=CC=CC=C1)(=O)C1=CC=C2N1CCC2C(=O)O (5-benzoyl-1,2-dihydro-3H-pyrrolo[1,2-a]pyrrole-1-carboxylic acid). Reaction SMILES: [C:1]([C:9]1[N:13]2[CH2:14][CH2:15][CH:16]([C:17]([OH:19])=[O:18])[C:12]2=[C:11](C(O)=O)[CH:10]=1)(=[O:8])[C:2]1[CH:7]=[CH:6][CH:5]=[CH:4][CH:3]=1.FC(F)(F)C(O)=O>>[C:1]([C:9]1[N:13]2[CH2:14][CH2:15][CH:16]([C:17]([OH:19])=[O:18])[C:12]2=[CH:11][CH:10]=1)(=[O:8])[C:2]1[CH:7]=[CH:6][CH:5]=[CH:4][CH:3]=1. Procedure details: The acidic decarboxylation is conducted under mild conditions. For example, 5-benzoyl-7-hydroxycarbonyl-1,2-dihydro-3H-pyrrolo[1,2-a]pyrrole-1-caboxylic acid is treated with refluxing trifluoroacetic acid to afford 5-benzoyl-1,2-dihydro-3H-pyrrolo[1,2-a]pyrrole-1-carboxylic acid. Other acids may also be used. For example, those listed below in Table I. Reactants: Cl.C(C=C)C1=C(NC2=C1C(=NC=C2)N2CC1=CC=CC=C1CC2)C (3-allyl-2-methyl-4-(1,2,3,4-tetrahydroisoquinolin-2-yl)-1H-pyrrolo[3,2-c]pyridine hydrochloride), C([O-])(O)=O.[Na+] (sodium bicarbonate). Product: C(C=C)C1=C(NC2=C1C(=NC=C2)N2CC1=CC=CC=C1CC2)C (3-allyl-2-methyl-4-(1,2,3,4-tetrahydroisoquinolin-2-yl)-1H-pyrrolo[3,2-c]pyridine). Isolated yield 96.4%. RXN SMILES: Cl.[CH2:2]([C:5]1[C:9]2[C:10]([N:14]3[CH2:23][CH2:22][C:21]4[C:16](=[CH:17][CH:18]=[CH:19][CH:20]=4)[CH2:15]3)=[N:11][CH:12]=[CH:13][C:8]=2[NH:7][C:6]=1[CH3:24])[CH:3]=[CH2:4].C(=O)(O)[O-].[Na+]>>[CH2:2]([C:5]1[C:9]2[C:10]([N:14]3[CH2:23][CH2:22][C:21]4[C:16](=[CH:17][CH:18]=[CH:19][CH:20]=4)[CH2:15]3)=[N:11][CH:12]=[CH:13][C:8]=2[NH:7][C:6]=1[CH3:24])[CH:3]=[CH2:4] |f:0.1,2.3|. Procedure: The compound (20 mg, 0.056 mmol) prepared in Example 81 was treated with a saturated sodium bicarbonate solution to obtain 3-allyl-2-methyl-4-(1,2,3,4-tetrahydroisoquinolin-2-yl)-1H-pyrrolo[3,2-c]pyridine (14 mg, 0.054 mmol). Sodium hydride (60%, 4.3 mg, 0.108 mmol) was added at room temperature to a solution of 3-allyl-2-methyl-4-(1,2,3,4-tetrahydroisoquinolin-2-yl)-1H-pyrrolo[3,2-c]pyridine (14 mg, 0.054 mmol) in N,N-dimethylformamide (1 ml) and then the reaction mixture was stirred for 30 min... Starting materials: [OH-].[Na+] (NaOH), C(C)OC(CSC1=NC=C(C(=N1)NCCNC(C1=CC=C(C=C1)N=[N+]=[N-])=O)C(NC1=CC=C(C=C1)F)=O)=O ([4-[2-(4-Azido-benzoylamino)-ethylamino]-5-(4-fluorophenylcarbamoyl)pyrimidin-2-ylsulfanyl]acetic acid ethyl ester), Cl (HCl). Solvent: C1CCOC1 (THF). Run at time 1 hour. Product: N(=[N+]=[N-])C1=CC=C(C(=O)NCCNC2=NC(=NC=C2C(NC2=CC=C(C=C2)F)=O)SCC(=O)O)C=C1 ([4-[2-(4-Azidobenzoylamino)ethylamino]-5-(4-fluorophenylcarbamoyl)pyrimidin-2-ylsulfanyl]acetic acid). Isolated yield 52.2%. RXN SMILES: [OH-].[Na+].C([O:5][C:6](=[O:40])[CH2:7][S:8][C:9]1[N:14]=[C:13]([NH:15][CH2:16][CH2:17][NH:18][C:19](=[O:29])[C:20]2[CH:25]=[CH:24][C:23]([N:26]=[N+:27]=[N-:28])=[CH:22][CH:21]=2)[C:12]([C:30](=[O:39])[NH:31][C:32]2[CH:37]=[CH:36][C:35]([F:38])=[CH:34][CH:33]=2)=[CH:11][N:10]=1)C.Cl>C1COCC1>[N:26]([C:23]1[CH:22]=[CH:21][C:20]([C:19]([NH:18][CH2:17][CH2:16][NH:15][C:13]2[C:12]([C:30](=[O:39])[NH:31][C:32]3[CH:37]=[CH:36][C:35]([F:38])=[CH:34][CH:33]=3)=[CH:11][N:10]=[C:9]([S:8][CH2:7][C:6]([OH:40])=[O:5])[N:14]=2)=[O:29])=[CH:25][CH:24]=1)=[N+:27]=[N-:28] |f:0.1|. Reported procedure: 1 M NaOH (0.5 mL, 0.5 mmol) was added to a solution of [4-[2-(4-Azido-benzoylamino)-ethylamino]-5-(4-fluorophenylcarbamoyl)pyrimidin-2-ylsulfanyl]acetic acid ethyl ester (8 mg, 0.015 mmol) in THF (0.5 mL) at ambient temperature. The reaction was stirred for 1 h, then acidified with 1 N HCl to pH 3. The reaction mixture was concentrated by rotary evaporation, and the resulting solid was filtered, washed with water and dried to yield the titled product (4 mg, 53%) as a white solid. 1H NMR: (d6-DMS... Reactants: [Al+3], Fc1cc(Br)ccc1-c1ccccc1, CCC(=O)O, [Cl-], [Cl-], [Cl-], [Cl-], Cl, S=C=S. Yields the product CCC(=O)c1ccc(-c2ccc(Br)cc2F)cc1. RXN SMILES: [Al+3:2].[Br:5][c:6]1[cH:7][c:8]([F:18])[c:9](-[c:12]2[cH:13][cH:14][cH:15][cH:16][cH:17]2)[cH:10][cH:11]1.[C:20]([CH2:21][CH3:22])(=[O:23])[OH:24].[Cl-:19].[Cl-:1].[Cl-:3].[Cl-:4].[ClH:25].[S:26]=[C:27]=[S:28]>>[Br:5][c:6]1[cH:7][c:8]([F:18])[c:9](-[c:12]2[cH:13][cH:14][c:15]([C:20]([CH2:21][CH3:22])=[O:23])[cH:16][cH:17]2)[cH:10][cH:11]1. Starting materials: O=C(O)C=CC(=O)O, Clc1cc2c(nn1)CCNC2, Cc1ccccc1C(=O)Cl. Yields the product Cc1ccccc1C(=O)N1CCc2nnc(Cl)cc2C1. RXN SMILES: [C:1]([OH:2])(=[O:3])[CH:4]=[CH:5][C:6]([OH:7])=[O:8].[Cl:9][c:10]1[cH:11][c:12]2[c:13]([n:14][n:15]1)[CH2:16][CH2:17][NH:18][CH2:19]2.[c:20]1([CH3:29])[c:21]([C:26](=[O:27])[Cl:28])[cH:22][cH:23][cH:24][cH:25]1>>[Cl:9][c:10]1[cH:11][c:12]2[c:13]([n:14][n:15]1)[CH2:16][CH2:17][N:18]([C:26]([c:21]1[c:20]([CH3:29])[cH:25][cH:24][cH:23][cH:22]1)=[O:27])[CH2:19]2. The yield is 50.9%. Reactants: ClC1=CC=C(C2=CC=CC=C12)[N+](=O)[O-] (1-Chloro-4-nitronaphthalene), N12CCCC2(CCC1)CN ((1-azabicyclo[3.3.0]octan-5-yl)methylamine). Reaction SMILES: Cl[C:2]1[C:11]2[C:6](=[CH:7][CH:8]=[CH:9][CH:10]=2)[C:5]([N+:12]([O-:14])=[O:13])=[CH:4][CH:3]=1.[N:15]12[CH2:22][CH2:21][CH2:20][C:19]1([CH2:23][NH2:24])[CH2:18][CH2:17][CH2:16]2>>[N:15]12[CH2:22][CH2:21][CH2:20][C:19]1([CH2:23][NH:24][C:2]1[C:11]3[C:6](=[CH:7][CH:8]=[CH:9][CH:10]=3)[C:5]([N+:12]([O-:14])=[O:13])=[CH:4][CH:3]=1)[CH2:18][CH2:17][CH2:16]2. Yields the product N12CCCC2(CCC1)CNC1=CC=C(C2=CC=CC=C12)[N+](=O)[O-] (1-(1-Azabicyclo[3.3.0]octan-5-yl)methylamino-4-nitronaphthalene). Procedure details: 1-Chloro-4-nitronaphthalene and (1-azabicyclo[3.3.0]octan-5-yl)methylamine were reacted in the same manner as in Example 1 to obtain the titled compound in a yield of 50.9%. The reactants are COC(C1=C(C=C(C=C1)C1=NOC(C1)(C(F)(F)F)C1=CC(=CC(=C1)Cl)Cl)C(F)(F)F)=O (4-[5-(3,5-dichloro-phenyl)-5-trifluoromethyl-4,5-dihydro-isoxazol-3-yl]-2-trifluoromethyl-benzoic acid methyl ester), [OH-].[K+] (potassium hydroxide), Cl (hydrochloric acid). Run in O1CCCC1 (tetrahydrofuran), CO (methanol), O (water). Run at time 2 hour. Yields the product ClC=1C=C(C=C(C1)Cl)C1(CC(=NO1)C1=CC(=C(C(=O)O)C=C1)C(F)(F)F)C(F)(F)F (4-[5-(3,5-dichloro-phenyl)-5-trifluoromethyl-4,5-dihydro-isoxazol-3-yl]-2-trifluoromethyl-benzoic acid). The yield is 85.7%. RXN SMILES: C[O:2][C:3](=[O:31])[C:4]1[CH:9]=[CH:8][C:7]([C:10]2[CH2:14][C:13]([C:19]3[CH:24]=[C:23]([Cl:25])[CH:22]=[C:21]([Cl:26])[CH:20]=3)([C:15]([F:18])([F:17])[F:16])[O:12][N:11]=2)=[CH:6][C:5]=1[C:27]([F:30])([F:29])[F:28].[OH-].[K+].Cl>O1CCCC1.CO.O>[Cl:26][C:21]1[CH:20]=[C:19]([C:13]2([C:15]([F:17])([F:16])[F:18])[O:12][N:11]=[C:10]([C:7]3[CH:8]=[CH:9][C:4]([C:3]([OH:31])=[O:2])=[C:5]([C:27]([F:30])([F:28])[F:29])[CH:6]=3)[CH2:14]2)[CH:24]=[C:23]([Cl:25])[CH:22]=1 |f:1.2|. Reported procedure: To a solution of 4-[5-(3,5-dichloro-phenyl)-5-trifluoromethyl-4,5-dihydro-isoxazol-3-yl]-2-trifluoromethyl-benzoic acid methyl ester (Example I13) (4.3 g) in tetrahydrofuran (3 ml) and methanol (3 ml) was added a solution of potassium hydroxide (1.0 g) in water (4.0 ml). The reaction mixture was stirred at ambient temperature for 2 hours. The reaction mixture was acidified by addition of hydrochloric acid (2M) (200 ml) and the mixture extracted with ethyl acetate (3×100 ml). The combined organic...